This data is from the Open Reaction Database (ORD), a public repository of structured organic reaction records. The task is: describe an organic reaction: reactants, conditions, products, and yield Starting materials: SC=1NC=CN1 (2-mercaptoimidazole), Cl.NC1=C(CCl)C=CC=C1 (2-aminobenzyl chloride hydrochloride). The solvent is C(C)O (ethanol). Reaction conditions: time 1 hour. Yields the product NC1=C(CSC=2NC=CN2)C=CC=C1 (2-(2-aminobenzylthio)imidazole). Yield: 81.2%. Reaction SMILES: [SH:1][C:2]1[NH:3][CH:4]=[CH:5][N:6]=1.Cl.[NH2:8][C:9]1[CH:16]=[CH:15][CH:14]=[CH:13][C:10]=1[CH2:11]Cl>C(O)C>[NH2:8][C:9]1[CH:16]=[CH:15][CH:14]=[CH:13][C:10]=1[CH2:11][S:1][C:2]1[NH:3][CH:4]=[CH:5][N:6]=1 |f:1.2|. Procedure details: To a solution of 1.5 g (15 mmol) of 2-mercaptoimidazole in 15 ml of ethanol was added at room temperature 2.66 g (15 mmol) of 2-aminobenzyl chloride hydrochloride. The mixture was then stirred for one hr. at room temperature. The obtained homogeneous solution was placed under reduced pressure at a temperature below 40° C. to distill off the solvent. To the residue were successively added water and saturated aqueous sodium hydrogencarbonate to precipitate a crystalline product. The product was co...